From a dataset of the Open Reaction Database (ORD), a public repository of structured organic reaction records. describe an organic reaction: reactants, conditions, products, and yield Reactants: C(C)(C)C1=CC=C(C=C1)C1=CC=[N+](C=C1)[O-] (4-(4-isopropyl-phenyl)-pyridine-N-oxide), P(=O)(Cl)(Cl)Cl (phosphorus oxychloride). The product is ClC1=NC=CC(=C1)C1=CC=C(C=C1)C(C)C (2-chloro-4-(4-isopropyl-phenyl)-pyridine). Yield: 81.0%. RXN SMILES: [CH:1]([C:4]1[CH:9]=[CH:8][C:7]([C:10]2[CH:15]=[CH:14][N+:13]([O-])=[CH:12][CH:11]=2)=[CH:6][CH:5]=1)([CH3:3])[CH3:2].P(Cl)(Cl)([Cl:19])=O>>[Cl:19][C:14]1[CH:15]=[C:10]([C:7]2[CH:8]=[CH:9][C:4]([CH:1]([CH3:3])[CH3:2])=[CH:5][CH:6]=2)[CH:11]=[CH:12][N:13]=1. Procedure: Part C. A mixture of 4-(4-isopropyl-phenyl)-pyridine-N-oxide (126 mg, 0.59 mmol) and phosphorus oxychloride (5 mL) is heated to reflux for 12 h. The mixture is cooled and evaporated, and the residue is dissolved in water, neutralized with satd. aq. Na2CO3 and extracted with ethyl acetate. The extract is washed with brine, dried over magnesium sulfate, filtered and evaporated. The residue is separated by column chromatography to afford 2-chloro-4-(4-isopropyl-phenyl)-pyridine (110 mg, 81%). Starting materials: BrC=1C=C(C(=CC1)NCCCC1=CC=CC=C1)N (4-bromo-N-(3-phenylpropyl)benzene-1,2-diamine), C(OC)(OC)OC (trimethyl orthoformate). Yields the product BrC1=CC2=C(N(C=N2)CCCC2=CC=CC=C2)C=C1 (5-bromo-1-(3-phenylpropyl)-1H-benzimidazole). As a reaction SMILES: [Br:1][C:2]1[CH:3]=[C:4]([NH2:18])[C:5]([NH:8][CH2:9][CH2:10][CH2:11][C:12]2[CH:17]=[CH:16][CH:15]=[CH:14][CH:13]=2)=[CH:6][CH:7]=1.[CH:19](OC)(OC)OC>>[Br:1][C:2]1[CH:7]=[CH:6][C:5]2[N:8]([CH2:9][CH2:10][CH2:11][C:12]3[CH:13]=[CH:14][CH:15]=[CH:16][CH:17]=3)[CH:19]=[N:18][C:4]=2[CH:3]=1. Procedure: A solution of Example 170A (560 mg, 1.83 mmol) in trimethyl orthoformate (10 mL) at 95° C. was stirred for 16 hours and concentrated. The concentrate was purified by flash column chromatography on silica gel with 50-100% ethyl acetate/hexanes to provide the desired product. Reactants: CSc1ncc2c(=O)[nH]n(C)c2n1, CC#N, O, O=P(Br)(Br)Br. The product is CSc1ncc2c(Br)nn(C)c2n1. RXN SMILES: [CH3:1][n:2]1[nH:3][c:4](=[O:13])[c:5]2[c:6]1[n:7][c:8]([S:11][CH3:12])[n:9][cH:10]2.[CH3:20][C:21]#[N:22].[OH2:19].[P:14]([Br:15])([Br:16])([Br:17])=[O:18]>>[CH3:1][n:2]1[n:3][c:4]([Br:16])[c:5]2[c:6]1[n:7][c:8]([S:11][CH3:12])[n:9][cH:10]2. Reactants: C=CCN, O=C(O)C1CSc2cc(Cl)ccc2O1. Product: C=CCNC(=O)C1CSc2cc(Cl)ccc2O1. RXN SMILES: [CH2:15]([CH:16]=[CH2:17])[NH2:18].[Cl:1][c:2]1[cH:3][cH:4][c:5]2[c:6]([cH:14]1)[S:7][CH2:8][CH:9]([C:11](=[O:12])[OH:13])[O:10]2>>[Cl:1][c:2]1[cH:3][cH:4][c:5]2[c:6]([cH:14]1)[S:7][CH2:8][CH:9]([C:11](=[O:13])[NH:18][CH2:15][CH:16]=[CH2:17])[O:10]2. Starting materials: Cc1nc(N)c(Br)cc1Br, CC(C)(C)ON=O, C1CCOC1. Product: Cc1ncc(Br)cc1Br. Reaction SMILES: [Br:1][c:2]1[c:3]([NH2:10])[n:4][c:5]([CH3:9])[c:6]([Br:8])[cH:7]1.[C:11]([O:12][N:13]=[O:14])([CH3:15])([CH3:16])[CH3:17].[CH2:18]1[O:19][CH2:20][CH2:21][CH2:22]1>>[Br:1][c:2]1[cH:3][n:4][c:5]([CH3:9])[c:6]([Br:8])[cH:7]1. The reactants are B, CSC, O=C1Nc2sccc2Cn2cccc21, c1ccc2c(c1)Cn1nccc1CN2. Yields the product c1cc2n(c1)Cc1ccsc1NC2. RXN SMILES: [B:32].[CH3:29][S:30][CH3:31].[O:15]=[C:16]1[c:17]2[n:18]([cH:26][cH:27][cH:28]2)[CH2:19][c:20]2[c:21]([s:23][cH:24][cH:25]2)[NH:22]1.[n:1]1[n:2]2[c:3]([cH:13][cH:14]1)[CH2:4][NH:5][c:6]1[cH:7][cH:8][cH:9][cH:10][c:11]1[CH2:12]2>>[CH2:16]1[c:17]2[n:18]([cH:26][cH:27][cH:28]2)[CH2:19][c:20]2[c:21]([s:23][cH:24][cH:25]2)[NH:22]1.